Dataset: the Open Reaction Database (ORD), a public repository of structured organic reaction records. Task: describe an organic reaction: reactants, conditions, products, and yield Starting materials: S(=O)(Cl)Cl (Thionyl chloride), C1(=CC=CC=C1)C1=CC=C(C=N1)CO (6-phenyl-3-pyridylmethanol), C([O-])(O)=O.[Na+] (sodium bicarbonate). Run in C1(=CC=CC=C1)C (toluene). Run at temperature 100 celsius, time 1 hour. The product is ClCC=1C=CC(=NC1)C1=CC=CC=C1 (5-chloromethyl-2-phenylpyridine). Yield: 89.0%. Reaction SMILES: S(Cl)([Cl:3])=O.[C:5]1([C:11]2[N:16]=[CH:15][C:14]([CH2:17]O)=[CH:13][CH:12]=2)[CH:10]=[CH:9][CH:8]=[CH:7][CH:6]=1.C(=O)(O)[O-].[Na+]>C1(C)C=CC=CC=1>[Cl:3][CH2:17][C:14]1[CH:13]=[CH:12][C:11]([C:5]2[CH:10]=[CH:9][CH:8]=[CH:7][CH:6]=2)=[N:16][CH:15]=1 |f:2.3|. Reported procedure: Thionyl chloride (10 ml) was slowly added to a solution of 6-phenyl-3-pyridylmethanol (11.60 g) in toluene (100 ml) at room temperature, which was stirred at 100° C. for 1 hour. After cooling, the reaction mixture was poured into saturated aqueous sodium bicarbonate solution, which was extracted with ethyl acetate. The ethyl acetate layer was washed with saturated aqueous sodium chloride solution, dried (MgSO4) and concentrated to obtain 5-chloromethyl-2-phenylpyridine (11.49 g, yield 89%) as co...